Dataset: the Open Reaction Database (ORD), a public repository of structured organic reaction records. Task: describe an organic reaction: reactants, conditions, products, and yield Starting materials: CCCCc1ccc(C#Cc2ccc(CNc3ccc(F)c(C(=O)OC)c3)cc2)cc1, C=O, O=CO, [Na+], [OH-]. Yields the product CCCCc1ccc(C#Cc2ccc(CN(C)c3ccc(F)c(C(=O)OC)c3)cc2)cc1. RXN SMILES: [CH2:1]([CH2:2][CH2:3][CH3:4])[c:5]1[cH:6][cH:7][c:8]([C:11]#[C:12][c:13]2[cH:14][cH:15][c:16]([CH2:17][NH:18][c:19]3[cH:20][cH:21][c:22]([F:29])[c:23]([C:24](=[O:25])[O:26][CH3:27])[cH:28]3)[cH:30][cH:31]2)[cH:9][cH:10]1.[CH2:32]=[O:33].[CH:36]([OH:37])=[O:38].[Na+:35].[OH-:34]>>[CH2:1]([CH2:2][CH2:3][CH3:4])[c:5]1[cH:6][cH:7][c:8]([C:11]#[C:12][c:13]2[cH:14][cH:15][c:16]([CH2:17][N:18]([c:19]3[cH:20][cH:21][c:22]([F:29])[c:23]([C:24](=[O:25])[O:26][CH3:27])[cH:28]3)[CH3:32])[cH:30][cH:31]2)[cH:9][cH:10]1. The reactants are IC1=C(OCC2OC2)C=C(C=C1)OC ([(2-iodo-5-methoxyphenoxy)methyl]oxirane), product, COC=1C=C(C=CC1OC)CC(C)N (2-(3,4-dimethoxyphenyl)-alphamethylethylamine). The solvent is CCOCC (ether), S1(=O)(=O)CCCC1 (sulfolane). The product is COC=1C=C(C=CC1OC)CC(C)NCC(COC1=C(C=CC(=C1)OC)I)O (1-[[2-(3,4-dimethoxyphenyl)-1-methylethyl]amino]-3-(2-iodo-5-methoxyphenoxy)-2-propanol). Yield: 73.6%. RXN SMILES: [I:1][C:2]1[CH:12]=[CH:11][C:10]([O:13][CH3:14])=[CH:9][C:3]=1[O:4][CH2:5][CH:6]1[CH2:8][O:7]1.[CH3:15][O:16][C:17]1[CH:18]=[C:19]([CH2:25][CH:26]([NH2:28])[CH3:27])[CH:20]=[CH:21][C:22]=1[O:23][CH3:24]>S1(CCCC1)(=O)=O.CCOCC>[CH3:15][O:16][C:17]1[CH:18]=[C:19]([CH2:25][CH:26]([NH:28][CH2:8][CH:6]([OH:7])[CH2:5][O:4][C:3]2[CH:9]=[C:10]([O:13][CH3:14])[CH:11]=[CH:12][C:2]=2[I:1])[CH3:27])[CH:20]=[CH:21][C:22]=1[O:23][CH3:24]. Reported procedure: A solution of 5.6 g (0.018 mole) of [(2-iodo-5-methoxyphenoxy)methyl]oxirane, the product of Example 5b. and 3.25 g (0.016 mole) of 2-(3,4-dimethoxyphenyl)-alphamethylethylamine in 15 ml of sulfolane was heated at 80° C. for one hour and at 110° for six hours. The mixture was dissolved in ether and the ether washed with water and brine. The ether layer was dried (K2CO3) and the solvent evaporated in vacuo. The residue was flash chromatographed on SiO2 using MeOH:CHCl3, 1:30 as the eluant. The ma... Reactants: CC(C)(C)OC(=O)N1CCC2(CC1)Oc1ccccc1-n1c2ccc1S(C)(=O)=O, ClCCl, O=C(O)C(F)(F)F. Product: CS(=O)(=O)c1ccc2n1-c1ccccc1OC21CCNCC1. RXN SMILES: [CH3:1][S:2](=[O:3])(=[O:4])[c:5]1[cH:6][cH:7][c:8]2[n:9]1-[c:10]1[c:11]([cH:26][cH:27][cH:28][cH:29]1)[O:12][C:13]21[CH2:14][CH2:15][N:16]([C:19]([O:20][C:21]([CH3:22])([CH3:23])[CH3:24])=[O:25])[CH2:17][CH2:18]1.[Cl:37][CH2:38][Cl:39].[F:30][C:31]([F:32])([F:33])[C:34]([OH:35])=[O:36]>>[CH3:1][S:2](=[O:3])(=[O:4])[c:5]1[cH:6][cH:7][c:8]2[n:9]1-[c:10]1[c:11]([cH:26][cH:27][cH:28][cH:29]1)[O:12][C:13]21[CH2:14][CH2:15][NH:16][CH2:17][CH2:18]1. Reactants: OCCC1=C2CC(NC2=CC=C1)=O (4-(2-hydroxy-ethyl)-1,3-dihydro-indol-2-one), CN(CCCC=1C(=C(NC1C)C=O)C)C (4-(3-dimethylamino-propyl)-3,5-dimethyl-1H-pyrrole-2-carbaldehyde). Reagents/catalysts: N1CCCC1 (pyrrolidine). The solvent is C(C)O (ethanol). Conditions: temperature 90 celsius. The product is CN(CCCC=1C(=C(NC1C)C=C1C(NC2=CC=CC(=C12)CCO)=O)C)C (3-[4-(3-dimethylamino-propyl)-3,5-dimethyl-1H-pyrrol-2-ylmethylene]-4-(2-hydroxy-ethyl)-1,3-dihydro-indol-2-one). Isolated yield 98.1%. As a reaction SMILES: [OH:1][CH2:2][CH2:3][C:4]1[CH:12]=[CH:11][CH:10]=[C:9]2[C:5]=1[CH2:6][C:7](=[O:13])[NH:8]2.[CH3:14][N:15]([CH3:28])[CH2:16][CH2:17][CH2:18][C:19]1[C:20]([CH3:27])=[C:21]([CH:25]=O)[NH:22][C:23]=1[CH3:24]>N1CCCC1.C(O)C>[CH3:28][N:15]([CH3:14])[CH2:16][CH2:17][CH2:18][C:19]1[C:20]([CH3:27])=[C:21]([CH:25]=[C:6]2[C:5]3[C:9](=[CH:10][CH:11]=[CH:12][C:4]=3[CH2:3][CH2:2][OH:1])[NH:8][C:7]2=[O:13])[NH:22][C:23]=1[CH3:24]. Procedure details: A mixture of 4-(2-hydroxy-ethyl)-1,3-dihydro-indol-2-one (177 mg, 1.0 mmol), 4-(3-dimethylamino-propyl)-3,5-dimethyl-1H-pyrrole-2-carbaldehyde (208 mg, 1.0 mmol) and 3 drops of pyrrolidine in 2.0 mL of ethanol was refluxed at 90° C. for 4 hours and cooled to room temperature. The precipitate was filtered, washed with cold ethanol and hexane, and dried in a vacuum oven overnight to give 360.6 mg (98%) of 3-[4-(3-dimethylamino-propyl)-3,5-dimethyl-1H-pyrrol-2-ylmethylene]-4-(2-hydroxy-ethyl)-1,3-d...